From a dataset of the Open Reaction Database (ORD), a public repository of structured organic reaction records. describe an organic reaction: reactants, conditions, products, and yield Reactants: COc1cccc(C(O)c2cc(OC)cc(OC)c2)c1, ClCCl, O=[Mn]=O. Yields the product COc1cccc(C(=O)c2cc(OC)cc(OC)c2)c1. RXN SMILES: [CH3:1][O:2][c:3]1[cH:4][c:5]([CH:11]([OH:12])[c:13]2[cH:14][c:15]([O:19][CH3:20])[cH:16][cH:17][cH:18]2)[cH:6][c:7]([O:9][CH3:10])[cH:8]1.[Cl:21][CH2:22][Cl:23].[O:24]=[Mn:25]=[O:26]>>[CH3:1][O:2][c:3]1[cH:4][c:5]([C:11](=[O:12])[c:13]2[cH:14][c:15]([O:19][CH3:20])[cH:16][cH:17][cH:18]2)[cH:6][c:7]([O:9][CH3:10])[cH:8]1. The reactants are NC1=NC=C(C=N1)C=1C=C(C(=CC1)NC(C)(C)C)N (4-(2-amino-pyrimidin-5-yl)-N1-tert-butyl-benzene-1,2-diamine), N1(N=CN=C1)C1=C(C=O)C=C(C=C1)C=C (2-1,2,4-triazol-1-yl-5-vinyl-benzaldehyde), N1[C@H](C(=O)O)CCC1 (L-proline). Run in CO (MeOH). Reaction conditions: temperature 60 celsius. Product: C(C)(C)(C)N1C(=NC2=C1C=CC(=C2)C=2C=NC(=NC2)N)C2=C(C=CC(=C2)C=C)N2N=CN=C2 (5-[1-tert-Butyl-2-(2-1,2,4-triazol-1-yl-5-vinyl-phenyl)-1H-benzimidazol-5-yl]-pyrimidin-2-ylamine). Yield: 8.8%. RXN SMILES: [NH2:1][C:2]1[N:7]=[CH:6][C:5]([C:8]2[CH:9]=[C:10]([NH2:19])[C:11]([NH:14][C:15]([CH3:18])([CH3:17])[CH3:16])=[CH:12][CH:13]=2)=[CH:4][N:3]=1.[N:20]1([C:25]2[CH:32]=[CH:31][C:30]([CH:33]=[CH2:34])=[CH:29][C:26]=2[CH:27]=O)[CH:24]=[N:23][CH:22]=[N:21]1.N1CCC[C@H]1C(O)=O>CO>[C:15]([N:14]1[C:11]2[CH:12]=[CH:13][C:8]([C:5]3[CH:4]=[N:3][C:2]([NH2:1])=[N:7][CH:6]=3)=[CH:9][C:10]=2[N:19]=[C:27]1[C:26]1[CH:29]=[C:30]([CH:33]=[CH2:34])[CH:31]=[CH:32][C:25]=1[N:20]1[CH:24]=[N:23][CH:22]=[N:21]1)([CH3:16])([CH3:18])[CH3:17]. Reported procedure: To a solution of 4-(2-amino-pyrimidin-5-yl)-N1-tert-butyl-benzene-1,2-diamine (100 mg, 0.39 mmol) in MeOH (5 mL) are added crude 2-1,2,4-triazol-1-yl-5-vinyl-benzaldehyde (93 mg, 0.47 mmol) and L-proline (4 mg, 0.04 mmol) at room temperature. The solution is heated to 60° C. for 12 hours, then cooled down and is concentrated under reduced pressure. The residue is purified by silica gel flash column chromatography eluting with 10% MeOH in CH2Cl2 to afford the title compound (15 mg, 9%) as a white... The reactants are BrC1=C2C(=C3N(C2=CC(=C1)F)CCCC3(O)CC(=O)OC)SC3=CC=C(C=C3)Cl ((+/−)-Methyl [1-bromo-10-[(4-chlorophenyl)sulfanyl]-3-fluoro-9-hydroxy-6,7,8,9-tetrahydropyrido[1,2-a]indol-9-yl]acetate), FC(C(=O)O)(F)F (trifluoroacetic acid), C(C)[SiH](CC)CC (triethylsilane), O (Water). Solvent: C(Cl)Cl (CH2Cl2). Product: BrC1=C2C(=C3N(C2=CC(=C1)F)CCCC3CC(=O)OC)SC3=CC=C(C=C3)Cl ((+/−)-Methyl [1-bromo-10-[(4-chlorophenyl)sulfanyl]-3-fluoro-6,7,8,9-tetrahydropyrido[1,2-a]indol-9-yl]acetate). Yield: 45.6%. Reaction SMILES: [Br:1][C:2]1[CH:10]=[C:9]([F:11])[CH:8]=[C:7]2[C:3]=1[C:4]([S:22][C:23]1[CH:28]=[CH:27][C:26]([Cl:29])=[CH:25][CH:24]=1)=[C:5]1[C:15]([CH2:17][C:18]([O:20][CH3:21])=[O:19])(O)[CH2:14][CH2:13][CH2:12][N:6]12.FC(F)(F)C(O)=O.C([SiH](CC)CC)C.O>C(Cl)Cl>[Br:1][C:2]1[CH:10]=[C:9]([F:11])[CH:8]=[C:7]2[C:3]=1[C:4]([S:22][C:23]1[CH:24]=[CH:25][C:26]([Cl:29])=[CH:27][CH:28]=1)=[C:5]1[CH:15]([CH2:17][C:18]([O:20][CH3:21])=[O:19])[CH2:14][CH2:13][CH2:12][N:6]12. Reported procedure: To a solution of the alcohol of Step 5 (70 mg, 0.1 mmol) in CH2Cl2 (2 mL) at r.t. was added 0.25 mL of trifluoroacetic acid and 0.1 mL of triethylsilane. The reaction mixture was stirred at r.t. for 4 hours Water was added, the phases were separated and the aqueous layer was extracted with CH2Cl2. The combined organic layers were dried over Na2SO4 and concentrated. The residue was swished in EtOAc to provide 22 mg of the title compound as a pale yellow solid. Starting materials: O=C(CNCCCc1nc(-c2ccccc2)c(-c2ccccc2)[nH]1)OCc1ccccc1, CI, CN(C)C=O, [H-], [Na+]. The product is Cn1c(CCCNCC(=O)OCc2ccccc2)nc(-c2ccccc2)c1-c1ccccc1. As a reaction SMILES: [CH2:1]([c:2]1[cH:3][cH:4][cH:5][cH:6][cH:7]1)[O:8][C:9](=[O:10])[CH2:11][NH:12][CH2:13][CH2:14][CH2:15][c:16]1[nH:17][c:18](-[c:27]2[cH:28][cH:29][cH:30][cH:31][cH:32]2)[c:19](-[c:21]2[cH:22][cH:23][cH:24][cH:25][cH:26]2)[n:20]1.[CH3:35][I:36].[CH3:37][N:38]([CH3:39])[CH:40]=[O:41].[H-:33].[Na+:34]>>[CH2:1]([c:2]1[cH:3][cH:4][cH:5][cH:6][cH:7]1)[O:8][C:9](=[O:10])[CH2:11][NH:12][CH2:13][CH2:14][CH2:15][c:16]1[n:17][c:18](-[c:27]2[cH:28][cH:29][cH:30][cH:31][cH:32]2)[c:19](-[c:21]2[cH:22][cH:23][cH:24][cH:25][cH:26]2)[n:20]1[CH3:35].